Dataset: the Open Reaction Database (ORD), a public repository of structured organic reaction records. Task: describe an organic reaction: reactants, conditions, products, and yield The reactants are CN (Methyl amine), Cl.Cl.ClC1=CC=C(C=C1)[C@H](C(=O)N1CCN(CC1)C1=C2C(=NC=C1C1=CC=CC=C1)NC=C2)[C@H]2NCCC2 ((S)-2-(4-chlorophenyl)-1-(4-(5-phenyl-1H-pyrrolo[2,3-b]pyri din-4-yl)piperazin-1-yl)-2-((S)-pyrrolidin-2-yl)ethanone dihydrochloride), C=O (Formaldehyde), [BH3-]C#N.[Na+] (NaCNBH3), C(=O)(O)[O-].[Na+] (NaHCO3). The product is Cl.Cl.ClC1=CC=C(C=C1)[C@H](C(=O)N1CCN(CC1)C1=C2C(=NC=C1C1=CC=CC=C1)NC=C2)[C@H]2N(CCC2)C ((S)-2-(4-chlorophenyl)-2-((S)-1-methylpyrrolidin-2-yl)-1-(4-(5-phenyl-1H-pyrrolo[2,3-b]pyridin-4-yl)piperazin-1-yl)ethanone dihydrochloride). RXN SMILES: [ClH:1].Cl.[Cl:3][C:4]1[CH:9]=[CH:8][C:7]([C@@H:10]([C@@H:34]2[CH2:38][CH2:37][CH2:36][NH:35]2)[C:11]([N:13]2[CH2:18][CH2:17][N:16]([C:19]3[C:24]([C:25]4[CH:30]=[CH:29][CH:28]=[CH:27][CH:26]=4)=[CH:23][N:22]=[C:21]4[NH:31][CH:32]=[CH:33][C:20]=34)[CH2:15][CH2:14]2)=[O:12])=[CH:6][CH:5]=1.C=O.[BH3-][C:42]#N.[Na+].CN.C([O-])(O)=O.[Na+]>CO>[ClH:3].[ClH:1].[Cl:3][C:4]1[CH:5]=[CH:6][C:7]([C@@H:10]([C@@H:34]2[CH2:38][CH2:37][CH2:36][N:35]2[CH3:42])[C:11]([N:13]2[CH2:14][CH2:15][N:16]([C:19]3[C:24]([C:25]4[CH:30]=[CH:29][CH:28]=[CH:27][CH:26]=4)=[CH:23][N:22]=[C:21]4[NH:31][CH:32]=[CH:33][C:20]=34)[CH2:17][CH2:18]2)=[O:12])=[CH:8][CH:9]=1 |f:0.1.2,4.5,7.8,10.11.12|. Isolated yield 194.7%. Solvent: CO (MeOH). Conditions: time 45 minute. Procedure: (S)-2-(4-Chlorophenyl)-1-(4-(5-phenyl-1H-pyrrolo[2,3-b]pyridin-4-yl)piperazin-1-yl)-2-((S)-pyrrolidin-2-yl)ethanone dihydrochloride (0.060 g, 0.105 mmol, see Example 20) in MeOH (0.5 mL) was cooled to a temperature of about 0° C. to about 5° C. Formaldehyde (0.0234 mL, 0.314 mmol) and NaCNBH3 (0.0132 g, 0.210 mmol) were added. The mixture was stirred at a temperature of about 14° C. to about 16° C. for 45 minutes. Methyl amine (2 mL, 2.0M in THF) was added, and the reaction was stirred for 30 mi... Starting materials: ClC1=C(C(N(C(N1C)=O)C)=O)C=O (6-Chloro-1,3-dimethyl-2,4-dioxo-1,2,3,4-tetrahydropyrimidine-5-carbaldehyde), C1(=CC=CC=C1)S (benzenethiol). The product is CN1C(N(C(C(=C1SC1=CC=CC=C1)C=O)=O)C)=O (1,3-Dimethyl-2,4-dioxo-6-(phenylthio)-1,2,3,4-tetrahydropyrimidine-5-carbaldehyde). As a reaction SMILES: Cl[C:2]1[N:7]([CH3:8])[C:6](=[O:9])[N:5]([CH3:10])[C:4](=[O:11])[C:3]=1[CH:12]=[O:13].[C:14]1([SH:20])[CH:19]=[CH:18][CH:17]=[CH:16][CH:15]=1>>[CH3:8][N:7]1[C:2]([S:20][C:14]2[CH:19]=[CH:18][CH:17]=[CH:16][CH:15]=2)=[C:3]([CH:12]=[O:13])[C:4](=[O:11])[N:5]([CH3:10])[C:6]1=[O:9]. Procedure details: The process described in Method D was followed. 6-Chloro-1,3-dimethyl-2,4-dioxo-1,2,3,4-tetrahydropyrimidine-5-carbaldehyde (1.50 g, 7.40 mmol) and benzenethiol were used to obtain the title compound. The reactants are CC(C)(C)OC(=O)N1CCN(c2cccc3[nH]nc(S(=O)(=O)c4ccccc4)c23)CC1, CO, Cl. Yields the product Cl, O=S(=O)(c1ccccc1)c1n[nH]c2cccc(N3CCNCC3)c12. RXN SMILES: [C:1]([O:2][C:3](=[O:4])[N:8]1[CH2:9][CH2:10][N:11]([c:14]2[c:15]3[c:16]([S:23](=[O:24])(=[O:25])[c:26]4[cH:27][cH:28][cH:29][cH:30][cH:31]4)[n:17][nH:18][c:19]3[cH:20][cH:21][cH:22]2)[CH2:12][CH2:13]1)([CH3:5])([CH3:6])[CH3:7].[CH3:33][OH:34].[ClH:32]>>[ClH:32].[NH:8]1[CH2:9][CH2:10][N:11]([c:14]2[c:15]3[c:16]([S:23](=[O:24])(=[O:25])[c:26]4[cH:27][cH:28][cH:29][cH:30][cH:31]4)[n:17][nH:18][c:19]3[cH:20][cH:21][cH:22]2)[CH2:12][CH2:13]1. Starting materials: CI, Cl, [Na+], CC(C)CC(C(=O)O)n1c(=O)[nH]c2ccccc2c1=O, [OH-]. Yields the product CC(C)CC(C(=O)O)n1c(=O)c2ccccc2n(C)c1=O. Reaction SMILES: [CH3:23][I:24].[ClH:25].[Na+:22].[O:1]=[c:2]1[nH:3][c:4]2[cH:5][cH:6][cH:7][cH:8][c:9]2[c:10](=[O:20])[n:11]1[CH:12]([C:13](=[O:14])[OH:15])[CH2:16][CH:17]([CH3:18])[CH3:19].[OH-:21]>>[O:1]=[c:2]1[n:3]([CH3:23])[c:4]2[cH:5][cH:6][cH:7][cH:8][c:9]2[c:10](=[O:20])[n:11]1[CH:12]([C:13](=[O:14])[OH:15])[CH2:16][CH:17]([CH3:18])[CH3:19].